This data is from the Open Reaction Database (ORD), a public repository of structured organic reaction records. The task is: describe an organic reaction: reactants, conditions, products, and yield The reactants are C1(CC1)C1=NC=CC(=N1)C#N (2-cyclopropylpyrimidine-4-carbonitrile), [O-]CC.[Na+] (sodium ethoxide), [Cl-].[NH4+] (ammonium chloride), C(C)OCC (Diethyl ether). Run in C(C)O (ethanol). Conditions: time 30 minute. The product is C1(CC1)C1=NC=CC(=N1)C(OCC)=N (Ethyl 2-cyclopropylpyrimidine-4-carbimidate). RXN SMILES: [CH:1]1([C:4]2[N:9]=[C:8]([C:10]#[N:11])[CH:7]=[CH:6][N:5]=2)[CH2:3][CH2:2]1.[O-:12][CH2:13][CH3:14].[Na+].C(OCC)C.[Cl-].[NH4+]>C(O)C>[CH:1]1([C:4]2[N:9]=[C:8]([C:10](=[NH:11])[O:12][CH2:13][CH3:14])[CH:7]=[CH:6][N:5]=2)[CH2:3][CH2:2]1 |f:1.2,4.5|. Procedure details: To a solution of 2-cyclopropylpyrimidine-4-carbonitrile (20.97 g, 144.5 mmol) in ethanol (100 mL) was added sodium ethoxide (1.8 g, 78.9 mmol of sodium metal in 30 mL of ethanol). The reaction mixture was stirred at room temperature for 30 minutes. Diethyl ether (300 mL) was added to the reaction mixture followed by a saturated aqueous solution of ammonium chloride (50 mL). The mixture was extracted with diethyl ether (100 mL×3). The combined organics were washed with brine (50 mL×2), dried over... Starting materials: FC=1C=C2C=C(NC2=CC1)CC1CCNCC1 (4-[(5-fluoro-2-indolyl)methyl]piperidine), ClCCN1S(C=2C3=C1C=CC=C3C=CC2)(=O)=O (2-(2-chloroethyl)naphtho[1,8-cd]isothiazole 1,1-dioxide), C(O)([O-])=O.[Na+] (sodium hydrogen carbonate). Solvent: O1CCCC1 (tetrahydrofuran), CN(C=O)C (dimethylformamide). Product: FC=1C=C2C=C(NC2=CC1)CC1CCN(CC1)CCN1S(C=2C3=C1C=CC=C3C=CC2)(=O)=O (2-{2-[4-((5-Fluoro-2-indolyl)methyl)piperidino]ethyl}naphtho[1,8-cd]isothiazole 1,1-dioxide). The yield is 39.7%. Reaction SMILES: [F:1][C:2]1[CH:3]=[C:4]2[C:8](=[CH:9][CH:10]=1)[NH:7][C:6]([CH2:11][CH:12]1[CH2:17][CH2:16][NH:15][CH2:14][CH2:13]1)=[CH:5]2.Cl[CH2:19][CH2:20][N:21]1[C:25]2[CH:26]=[CH:27][CH:28]=[C:29]3[CH:30]=[CH:31][CH:32]=[C:23]([C:24]=23)[S:22]1(=[O:34])=[O:33].C(=O)([O-])O.[Na+]>O1CCCC1.CN(C)C=O>[F:1][C:2]1[CH:3]=[C:4]2[C:8](=[CH:9][CH:10]=1)[NH:7][C:6]([CH2:11][CH:12]1[CH2:13][CH2:14][N:15]([CH2:19][CH2:20][N:21]3[C:25]4[CH:26]=[CH:27][CH:28]=[C:29]5[CH:30]=[CH:31][CH:32]=[C:23]([C:24]=45)[S:22]3(=[O:34])=[O:33])[CH2:16][CH2:17]1)=[CH:5]2 |f:2.3|. Reported procedure: A mixture of 4-[(5-fluoro-2-indolyl)methyl]piperidine (2.9 g), 2-(2-chloroethyl)naphtho[1,8-cd]isothiazole 1,1-dioxide (3.5 g) and sodium hydrogen carbonate (1.1 g) in tetrahydrofuran (30 cc) and dimethylformamide (30 cc) is brought to reflux for 12 hours. After evaporation to dryness at 80° C. under reduced pressure (20 mm Hg; 2.7 kPa), the residue is taken up with water (150 cc) and extracted with ethyl acetate (2×75 cc). The combined organic phases are dried over magnesium sulphate and taken ... Reactants: BrC=1C=CC(=C(C(=O)NC=2C=NC=CC2)C1)OCC1=C(C=CC=C1)OC (5-Bromo-2-({[2-(methyloxy)phenyl]methyl}oxy)-N-3-pyridinylbenzamide), CN1N=CC(=C1)B1OC(C(O1)(C)C)(C)C (1-methyl-4-(4,4,5,5-tetramethyl-1,3,2-dioxaborolan-2-yl)-1H-pyrazole), C([O-])([O-])=O.[Na+].[Na+] (sodium carbonate). Reagents/catalysts: C=1C=CC(=CC1)[P](C=2C=CC=CC2)(C=3C=CC=CC3)[Pd]([P](C=4C=CC=CC4)(C=5C=CC=CC5)C=6C=CC=CC6)([P](C=7C=CC=CC7)(C=8C=CC=CC8)C=9C=CC=CC9)[P](C=1C=CC=CC1)(C=1C=CC=CC1)C=1C=CC=CC1 (tetrakis(triphenylphosphine)palladium(0)). The solvent is COCCOC (1,2-dimethoxyethane). Conditions: temperature 120 celsius. Yields the product COC1=C(C=CC=C1)COC1=C(C(=O)NC=2C=NC=CC2)C=C(C=C1)C=1C=NN(C1)C (2-({[2-(Methyloxy)phenyl]methyl}oxy)-5-(1-methyl-1H-pyrazol-4-yl)-N-3-pyridinylbenzamide). RXN SMILES: Br[C:2]1[CH:3]=[CH:4][C:5]([O:17][CH2:18][C:19]2[CH:24]=[CH:23][CH:22]=[CH:21][C:20]=2[O:25][CH3:26])=[C:6]([CH:16]=1)[C:7]([NH:9][C:10]1[CH:11]=[N:12][CH:13]=[CH:14][CH:15]=1)=[O:8].[CH3:27][N:28]1[CH:32]=[C:31](B2OC(C)(C)C(C)(C)O2)[CH:30]=[N:29]1.C(=O)([O-])[O-].[Na+].[Na+]>C1C=CC([P]([Pd]([P](C2C=CC=CC=2)(C2C=CC=CC=2)C2C=CC=CC=2)([P](C2C=CC=CC=2)(C2C=CC=CC=2)C2C=CC=CC=2)[P](C2C=CC=CC=2)(C2C=CC=CC=2)C2C=CC=CC=2)(C2C=CC=CC=2)C2C=CC=CC=2)=CC=1.COCCOC>[CH3:26][O:25][C:20]1[CH:21]=[CH:22][CH:23]=[CH:24][C:19]=1[CH2:18][O:17][C:5]1[CH:4]=[CH:3][C:2]([C:31]2[CH:30]=[N:29][N:28]([CH3:27])[CH:32]=2)=[CH:16][C:6]=1[C:7]([NH:9][C:10]1[CH:11]=[N:12][CH:13]=[CH:14][CH:15]=1)=[O:8] |f:2.3.4,^1:51,53,72,91|. Reported procedure: To a microwave vial was added 5-bromo-2-({[2-(methyloxy)phenyl]methyl}oxy)-N-3-pyridinylbenzamide (may be prepared as described in example 21; 115 mg, 0.28 mmol), 1-methyl-4-(4,4,5,5-tetramethyl-1,3,2-dioxaborolan-2-yl)-1H-pyrazole (63.7 mg, 0.31 mmol), 1,2-dimethoxyethane (2 ml), 1M sodium carbonate (0.56 ml, 0.56 mmol) and tetrakis(triphenylphosphine)palladium(0) (19.29 mg, 0.02 mmol). The vial was sealed and heated to 120° C. for 1 hr under microwave conditions. The mixture was evaporated und...